Dataset: the Open Reaction Database (ORD), a public repository of structured organic reaction records. Task: describe an organic reaction: reactants, conditions, products, and yield Reactants: ClC1=CC=C(OC2=CC=C(OCC#N)C=C2)C=C1 (4-(4-chlorophenoxy)-phenoxy-acetonitrile), C(C)O (ethanol), Cl (hydrogen chloride). Run in C(C)OCC (diethyl ether). Conditions: time 4 hour. Yields the product Cl.ClC1=CC=C(OC2=CC=C(OCC(OCC)=N)C=C2)C=C1 (Ethyl 4-(4-chlorophenoxy)-phenoxy-acetimidate hydrochloride). Isolated yield 194.6%. As a reaction SMILES: [Cl:1][C:2]1[CH:18]=[CH:17][C:5]([O:6][C:7]2[CH:16]=[CH:15][C:10]([O:11][CH2:12][C:13]#[N:14])=[CH:9][CH:8]=2)=[CH:4][CH:3]=1.[CH2:19]([OH:21])[CH3:20].Cl>C(OCC)C>[ClH:1].[Cl:1][C:2]1[CH:18]=[CH:17][C:5]([O:6][C:7]2[CH:16]=[CH:15][C:10]([O:11][CH2:12][C:13](=[NH:14])[O:21][CH2:19][CH3:20])=[CH:9][CH:8]=2)=[CH:4][CH:3]=1 |f:4.5|. Procedure: A solution of 15 g (0.0578 mol) of 4-(4-chlorophenoxy)-phenoxy-acetonitrile prepared as indicated in Example 29a) and of 3.7 ml (0.0637 mol) of anhydrous ethanol in 75 ml of anhydrous diethyl ether is kept at about -5° C. and a stream of dry hydrogen chloride gas is passed into it for 2 hours. Thereafter the reaction mixture is left for 4 hours at about 2° C. and 19.25 g of a white powder are isolated by filtration. The solvent is C(Cl)Cl (methylene chloride). Isolated yield 58.1%. Yields the product N1(N=NC2=C1C=CC=C2)C(C2=NN(C=CC2=O)C2=CC(=CC=C2)C(F)(F)F)=NC2=CC=CC=C2 (3-[1H-benzotriazol-1-yl(phenylimino)methyl]-1-[3-(trifluoromethyl)phenyl]pyridazin-4(1H)-one). Procedure details: A solution of 4-oxo-N-phenyl-1-[3-(trifluoromethyl)phenyl]-1,4-dihydropyridazine-3-carboxamide (0.153 g, 0.426 mmol), 1H-benzo[d][1,2,3]triazole (0.201 g, 1.69 mmol) and thionyl chloride (0.06 mL, 0.82 mmol) in methylene chloride (2 mL) was heated under microwave heating conditions at 80 watts of power for 10 min. After that time, the reaction was concentrated and the crude product purified by flash column chromatography (silica gel, hexanes to ethyl acetate) to give 0.114 g (58%) of 3-[1H-benzo... Reaction SMILES: [O:1]=[C:2]1[CH:7]=[CH:6][N:5]([C:8]2[CH:13]=[CH:12][CH:11]=[C:10]([C:14]([F:17])([F:16])[F:15])[CH:9]=2)[N:4]=[C:3]1[C:18]([NH:20][C:21]1[CH:26]=[CH:25][CH:24]=[CH:23][CH:22]=1)=O.[NH:27]1[C:31]2[CH:32]=[CH:33][CH:34]=[CH:35][C:30]=2[N:29]=[N:28]1.S(Cl)(Cl)=O>C(Cl)Cl>[N:27]1([C:18](=[N:20][C:21]2[CH:26]=[CH:25][CH:24]=[CH:23][CH:22]=2)[C:3]2[C:2](=[O:1])[CH:7]=[CH:6][N:5]([C:8]3[CH:13]=[CH:12][CH:11]=[C:10]([C:14]([F:17])([F:15])[F:16])[CH:9]=3)[N:4]=2)[C:31]2[CH:32]=[CH:33][CH:34]=[CH:35][C:30]=2[N:29]=[N:28]1. Starting materials: O=C1C(=NN(C=C1)C1=CC(=CC=C1)C(F)(F)F)C(=O)NC1=CC=CC=C1 (4-oxo-N-phenyl-1-[3-(trifluoromethyl)phenyl]-1,4-dihydropyridazine-3-carboxamide), N1N=NC2=C1C=CC=C2 (1H-benzo[d][1,2,3]triazole), S(=O)(Cl)Cl (thionyl chloride). Reactants: Br.CN1C(N(C(C2=CC(=CC=C12)C)=O)C1CCNCC1)=O (1,2,3,4-tetrahydro-1,6-dimethyl-2,4-dioxo-3-(4-piperidinyl)quinazoline hydrobromide), Br.CN1C(N(C(C2=CC(=CC=C12)C)=O)C1CCNCC1)=O (1,2,3,4-tetrahydro-1,6-dimethyl-2,4-dioxo-3-(4-piperidinyl)quinazoline hydrobromide), ClC1=NC=NC2=CC=C(C=C12)OC (4-chloro-6-methoxyquinazoline). The product is COC=1C=C2C(=NC=NC2=CC1)N1CCC(CC1)N1C(N(C2=CC=C(C=C2C1=O)C)C)=O (1,2,3,4-Tetrahydro-3-[1-(6-methoxy-4-quinazolinyl)-4-piperidinyl]-1,6-dimethyl-2,4-dioxoquinazoline). Isolated yield 12.0%. As a reaction SMILES: Br.[CH3:2][N:3]1[C:12]2[C:7](=[CH:8][C:9]([CH3:13])=[CH:10][CH:11]=2)[C:6](=[O:14])[N:5]([CH:15]2[CH2:20][CH2:19][NH:18][CH2:17][CH2:16]2)[C:4]1=[O:21].Cl[C:23]1[C:32]2[C:27](=[CH:28][CH:29]=[C:30]([O:33][CH3:34])[CH:31]=2)[N:26]=[CH:25][N:24]=1>>[CH3:34][O:33][C:30]1[CH:31]=[C:32]2[C:27](=[CH:28][CH:29]=1)[N:26]=[CH:25][N:24]=[C:23]2[N:18]1[CH2:19][CH2:20][CH:15]([N:5]2[C:6](=[O:14])[C:7]3[C:12](=[CH:11][CH:10]=[C:9]([CH3:13])[CH:8]=3)[N:3]([CH3:2])[C:4]2=[O:21])[CH2:16][CH2:17]1 |f:0.1|. Reported procedure: The procedure similar to that described in Example 57 was repeated, except that 1.06 g (3.0 mmol) of 1,2,3,4-tetrahydro-1,6-dimethyl-2,4-dioxo-3-(4-piperidinyl)-quinazoline hydrobromide (Compound v) obtained in Example 41 was used and 4-chloro-6-methoxyquinazoline was used in place of 4-chloro-6,7-dimethoxy-quinazoline. As a result, 154.4 mg (yield: 12%) of Compound 84 was obtained as white crystals. Starting materials: OO (Hydrogen peroxide), C(C)C1=NC=2CCCCC2C(=C1)OCC1=CC=C(C=C1)B(O)O (4-[(2-ethyl-5,6,7,8-tetrahydroquinolin-4-yl)oxymethyl]phenylboronic acid), C(C)C1=NC=2CCCCC2C(=C1)OCC1=CC=C(C(=O)OC)C=C1 (methyl 4-[(2-ethyl-5,6,7,8-tetrahydroquinolin-4-yloxy)methyl]benzoate), C(O)([O-])=O.[Na+] (sodium hydrogen carbonate), C1(=CC=CC=C1)C (toluene). Reagents/catalysts: C=1C=CC(=CC1)[P](C=2C=CC=CC2)(C=3C=CC=CC3)[Pd]([P](C=4C=CC=CC4)(C=5C=CC=CC5)C=6C=CC=CC6)([P](C=7C=CC=CC7)(C=8C=CC=CC8)C=9C=CC=CC9)[P](C=1C=CC=CC1)(C=1C=CC=CC1)C=1C=CC=CC1 (tetrakis(triphenylphosphine)palladium). The solvent is CO (methanol). Run at time 30 minute. Product: C(#N)C1=CC=C(C=C1)C=1C(=NC(=CC1OCC1=CC=CC=C1)C)C (3-(4-cyanophenyl)-2,6-dimethyl-4-(phenylmethoxy)pyridine). RXN SMILES: [CH2:1]([C:3]1[CH:12]=[C:11]([O:13][CH2:14][C:15]2[CH:20]=[CH:19][C:18](B(O)O)=[CH:17][CH:16]=2)[C:10]2CCC[CH2:6][C:5]=2[N:4]=1)C.C(C1C=C(OCC2C=CC(C(OC)=O)=CC=2)C2CCCCC=2[N:27]=1)C.C(=O)([O-])O.[Na+].OO.[C:55]1([CH3:61])[CH:60]=[CH:59][CH:58]=[CH:57][CH:56]=1>CO.C1C=CC([P]([Pd]([P](C2C=CC=CC=2)(C2C=CC=CC=2)C2C=CC=CC=2)([P](C2C=CC=CC=2)(C2C=CC=CC=2)C2C=CC=CC=2)[P](C2C=CC=CC=2)(C2C=CC=CC=2)C2C=CC=CC=2)(C2C=CC=CC=2)C2C=CC=CC=2)=CC=1>[C:61]([C:55]1[CH:60]=[CH:59][C:58]([C:10]2[C:5]([CH3:6])=[N:4][C:3]([CH3:1])=[CH:12][C:11]=2[O:13][CH2:14][C:15]2[CH:20]=[CH:19][CH:18]=[CH:17][CH:16]=2)=[CH:57][CH:56]=1)#[N:27] |f:2.3,^1:67,69,88,107|. Reported procedure: A solution of compound C (188 mg) in methanol (1 ml) was added to a mixture of compound B (170 mg), tetrakis(triphenylphosphine)palladium (30 mg), 2M sodium hydrogen carbonate solution (2 ml) and toluene (10 ml). The mixture was heated under reflux for 12 hours and then allowed to cool. Hydrogen peroxide solution (30 wt. % solution in water; 0.1 ml) was added and the mixture was stirred for 30 minutes. The aqueous phase was separated and extracted with ethyl acetate (2×25 ml). The combined organ... Starting materials: C([O-])([O-])=O.[Cs+].[Cs+] (cesium carbonate), NC1=CC=C(C=C1)S (p-amino-thiophenol), C(C)(C)(C)OC(=O)NC(CC(CC(C(=O)OCC)(C(=O)OCC)NC=O)=C)C(=O)OCC (Triethyl 5-(tert.-butoxycarbonylamino)-1-formamido-3-methylene-1,1,5-pentane-tricarboxylate). The solvent is CN(C=O)C (dimethylformamide). Reaction conditions: temperature 85 celsius. Product: C(C)(C)(C)OC(=O)NC(CC(CC(C(=O)OCC)NC=O)=C)C(=O)OCC (Diethyl 6-(tert-butoxycarbonylamino)-2-formamido-4-methylene-heptanedioate). As a reaction SMILES: C(=O)([O-])[O-].[Cs+].[Cs+].NC1C=CC(S)=CC=1.[C:15]([O:19][C:20]([NH:22][CH:23]([C:42]([O:44][CH2:45][CH3:46])=[O:43])[CH2:24][C:25](=[CH2:41])[CH2:26][C:27]([NH:38][CH:39]=[O:40])(C(OCC)=O)[C:28]([O:30][CH2:31][CH3:32])=[O:29])=[O:21])([CH3:18])([CH3:17])[CH3:16]>CN(C)C=O>[C:15]([O:19][C:20]([NH:22][CH:23]([C:42]([O:44][CH2:45][CH3:46])=[O:43])[CH2:24][C:25](=[CH2:41])[CH2:26][CH:27]([NH:38][CH:39]=[O:40])[C:28]([O:30][CH2:31][CH3:32])=[O:29])=[O:21])([CH3:18])([CH3:16])[CH3:17] |f:0.1.2|. Reported procedure: 2.21 g of cesium carbonate and 9.42 g of p-amino-thiophenol were added all at once to a solution of 17.25 g of the product of Step E in 250 ml of dimethylformamide and the mixture was heated at 85° C. for 3 hours and was then returned to room temperature. The solution was filtered and the filtrate was evaporated to dryness under reduced pressure. The oil residue was taken up in 300 ml of chloromethane and the solution was washed with hydrochloric acid and then with a saturated aqueous sodium bic... Starting materials: ( iii ), O1C(CCCC1)ONC(=O)[C@@H](C\C=C\C1=CC=CC=C1)[C@H](C(=O)NNS(=O)(=O)C)CC(C)C ((E)-2(R)-[1(S)-[(tetrahydro-2(RS)-pyranyloxy)carbamoyl]-4-phenyl-3-butenyl]-2′-(methanesulphonyl)-4-methylvalerohydrazide), BrCCC1=CNC2=CC=CC=C12 (3-(2-bromoethyl)indole). Yields the product ONC(=O)[C@@H](C\C=C\C1=CC=CC=C1)[C@H](C(=O)NN(S(=O)(=O)C)CCC1=CNC2=CC=CC=C12)CC(C)C ((E)-2(R)-[1(S)-(Hydroxycarbamoyl)-4-phenyl-3-butenyl]-2′-[2-(3-indolyl)ethyl]-2′-(methanesulphonyl)-4-methylvalerohydrazide). Reaction SMILES: O1CCCCC1[O:7][NH:8][C:9]([C@H:11]([C@@H:21]([CH2:30][CH:31]([CH3:33])[CH3:32])[C:22]([NH:24][NH:25][S:26]([CH3:29])(=[O:28])=[O:27])=[O:23])[CH2:12]/[CH:13]=[CH:14]/[C:15]1[CH:20]=[CH:19][CH:18]=[CH:17][CH:16]=1)=[O:10].Br[CH2:35][CH2:36][C:37]1[C:45]2[C:40](=[CH:41][CH:42]=[CH:43][CH:44]=2)[NH:39][CH:38]=1>>[OH:7][NH:8][C:9]([C@H:11]([C@@H:21]([CH2:30][CH:31]([CH3:32])[CH3:33])[C:22]([NH:24][N:25]([CH2:35][CH2:36][C:37]1[C:45]2[C:40](=[CH:41][CH:42]=[CH:43][CH:44]=2)[NH:39][CH:38]=1)[S:26]([CH3:29])(=[O:28])=[O:27])=[O:23])[CH2:12]/[CH:13]=[CH:14]/[C:15]1[CH:20]=[CH:19][CH:18]=[CH:17][CH:16]=1)=[O:10]. Procedure: The starting material was prepared in an analogous manner to that described in Example 15, part (iii), starting from (E)-2(R)-[1(S)-[(tetrahydro-2(RS)-pyranyloxy)carbamoyl]-4-phenyl-3-butenyl]-2′-(methanesulphonyl)-4-methylvalerohydrazide and 3-(2-bromoethyl)indole. The reactants are ClCC(=O)N[C@@H](CC1=CC=C(C=C1)O)C(=O)O (N-chloroacetyl-L-tyrosine), C(O)([O-])=O.[NH4+] (Ammonium hydrogencarbonate). Run in O (water), N (ammonia), O (water). Run at temperature 40 celsius, time 5 hour. Yields the product NCC(=O)N[C@@H](CC1=CC=C(C=C1)O)C(=O)O (N-glycyl-L-tyrosine). As a reaction SMILES: C(=O)([O-])O.[NH4+:5].Cl[CH2:7][C:8]([NH:10][C@H:11]([C:20]([OH:22])=[O:21])[CH2:12][C:13]1[CH:18]=[CH:17][C:16]([OH:19])=[CH:15][CH:14]=1)=[O:9]>N.O>[NH2:5][CH2:7][C:8]([NH:10][C@H:11]([C:20]([OH:22])=[O:21])[CH2:12][C:13]1[CH:18]=[CH:17][C:16]([OH:19])=[CH:15][CH:14]=1)=[O:9] |f:0.1|. Reported procedure: Ammonium hydrogencarbonate (1289 g) was dissolved in a mixture of 4000 ml of 28% aqueous ammonia and 1000 ml of distilled water at 35° C. To the solution were added 700 g (2.72 mol) of N-chloroacetyl-L-tyrosine and 700 ml of distilled water, followed by stirring at 40° C. for 5 hours. The reaction mixture was concentrated under reduced pressure to remove excess ammonia and then adjusted to pH 5.5 with concentrated hydrochloric acid at 45° C., followed by gradual cooling. After crystals were depo...